From a dataset of the Open Reaction Database (ORD), a public repository of structured organic reaction records. describe an organic reaction: reactants, conditions, products, and yield Reactants: C(C)(=O)OC(C)=O (acetic anhydride), N1=CC=CC=C1 (pyridine), OC[C@@H]1OCO[C@H]1CO ((4S,5S)-4,5-bis(hydroxymethyl)-1,3-dioxolane), C(C)O (ethyl alcohol), C(C)(=O)OC(C)=O (acetic anhydride). The product is C(C)(=O)OC[C@@H]1OCO[C@H]1COC(C)=O ((4S,5S)-4,5-bis(acetoxymethyl)-1,3-dioxolane). As a reaction SMILES: N1C=CC=CC=1.[OH:7][CH2:8][C@H:9]1[C@H:13]([CH2:14][OH:15])[O:12][CH2:11][O:10]1.[C:16](OC(=O)C)(=[O:18])[CH3:17].[CH2:23]([OH:25])[CH3:24]>>[C:16]([O:7][CH2:8][C@H:9]1[C@H:13]([CH2:14][O:15][C:23](=[O:25])[CH3:24])[O:12][CH2:11][O:10]1)(=[O:18])[CH3:17]. Procedure: 200 ml of pyridine was added to crude (4S,5S)-4,5-bis(hydroxymethyl)-1,3-dioxolane obtained in Example 14 to dissolve the latter. An excessive amount of acetic anhydride (200 g) was added dropwise under cooling with ice. After several hours of reaction, ethyl alcohol was added dropwise to decompose the excessive acetic anhydride. The reaction mixture was concentrated by evaporator to remove almost all pyridine. The concentrate was extracted with the addition of 500 ml of ethyl acetate. The extra... Reactants: Cl.NCC[C@@H](C(=O)OC)O (methyl (S)-4-amino-2-hydroxybutyrate hydrochloride), Cl.O1CCOCC1 (HCl dioxane), S(=O)(Cl)Cl (thionyl chloride). Reagents/catalysts: N1=CC=CC=C1 (pyridine). Run at time 1 hour. The product is Cl.NCC[C@H](C(=O)OC)Cl (methyl (R)-4-amino-2-chlorobutyrate hydrochloride). The yield is 101.6%. As a reaction SMILES: [ClH:1].[NH2:2][CH2:3][CH2:4][C@H:5](O)[C:6]([O:8][CH3:9])=[O:7].Cl.O1CCOCC1.S(Cl)([Cl:20])=O>N1C=CC=CC=1>[ClH:20].[NH2:2][CH2:3][CH2:4][C@@H:5]([Cl:1])[C:6]([O:8][CH3:9])=[O:7] |f:0.1,2.3,6.7|. Procedure: To methyl (S)-4-amino-2-hydroxybutyrate hydrochloride (170.1 mg; 133.5 mg when calculated as methyl (S)-4-amino-2-hydroxybutyrate) was added 3 ml of 4 N HCl/dioxane, followed by further addition of 189.1 mg of thionyl chloride. The mixture was stirred at room temperature for 1 hour. Thereafter, 2.5 mg of pyridine was added, and the mixture was further stirred at 50° C. for 6 hours. After confirmation of disappearance of the starting material by TLC, the solvent was distilled off under reduced pr... Starting materials: NC=1C=NC(=CC1)OCC (3-amino-6-ethoxypyridine), ice water, [S-]C#N.[K+] (potassium thiocyanate), C(C1=CC=CC=C1)(=O)Cl (benzoyl chloride). Solvent: CC(=O)C (acetone), CC(=O)C (acetone). Conditions: time 10 minute. Product: C(C)OC1=CC=C(C=N1)NC(=S)N (6-ethoxy-3-pyridylthiourea). RXN SMILES: [NH2:1][C:2]1[CH:3]=[N:4][C:5]([O:8][CH2:9][CH3:10])=[CH:6][CH:7]=1.[S-:11][C:12]#[N:13].[K+].C(Cl)(=O)C1C=CC=CC=1>CC(C)=O>[CH2:9]([O:8][C:5]1[N:4]=[CH:3][C:2]([NH:1][C:12]([NH2:13])=[S:11])=[CH:7][CH:6]=1)[CH3:10] |f:1.2|. Procedure details: A solution of 12 g of 3-amino-6-ethoxypyridine in 30 ml of acetone was admixed with a solution of 7.6 g of potassium thiocyanate in 60 ml of acetone, and under stirring, 15.4 g of benzoyl chloride was added dropwise. The mixture was then boiled for 10 minutes. The reaction mixture was poured into ice-water and the resulting crystals (m.p. 130°-133° C.) were recovered by filtration and boiled with 50 ml of 10% sodium hydroxide for 15 minutes. After cooling, crystals (m.p. 142°-146° C.) of 6-ethox... Reactants: Br (HBr), C[Si](C)(C)C=[N+]=[N-] (trimethylsilyldiazomethane), CN(C)C=O (DMF), C(C(=O)Cl)(=O)Cl (Oxalyl chloride), C(C1=CC=CC=C1)OC(=O)N1C[C@@H](CCC1)C(=O)O ((R)-1-(benzyloxycarbonyl)-piperidine-3-carboxylic acid). The solvent is C1CCOC1 (THF), C1CCOC1 (THF), CC#N (MeCN), CC#N (MeCN), C(Cl)Cl (DCM). Reaction conditions: time 14 hour. Product: BrCC(=O)C1CN(CCC1)C(=O)OCC1=CC=CC=C1 (benzyl 3-(2-bromoacetyl)piperidine-1-carboxylate). As a reaction SMILES: [C:1](Cl)(=O)C(Cl)=O.[CH2:7]([O:14][C:15]([N:17]1[CH2:22][CH2:21][CH2:20][C@@H:19]([C:23]([OH:25])=O)[CH2:18]1)=[O:16])[C:8]1[CH:13]=[CH:12][CH:11]=[CH:10][CH:9]=1.CN(C=O)C.C[Si](C=[N+]=[N-])(C)C.[BrH:38]>C(Cl)Cl.C1COCC1.CC#N>[Br:38][CH2:1][C:23]([CH:19]1[CH2:20][CH2:21][CH2:22][N:17]([C:15]([O:14][CH2:7][C:8]2[CH:9]=[CH:10][CH:11]=[CH:12][CH:13]=2)=[O:16])[CH2:18]1)=[O:25]. Procedure: Oxalyl chloride (8.41 mL, 96 mmol) was added to a solution of (R)-1-(benzyloxycarbonyl)piperidine-3-carboxylic acid (11.5 g, 43.7 mmol, Ex#3, step F) in DCM (120 mL) followed by a dropwise addition of DMF (0.5 mL, 6.55 mmol). The resulting mixture was stirred at ambient temperature for about 14 h. The solvent was removed under reduced pressure to yield a crude acid chloride (Ex#3 G1) as a yellow semi-solid, which was dissolved in THF and MeCN (1:1, 160 mL) and added to trimethylsilyldiazomethane... The reactants are B, CCN(CC)c1ccccc1, O=C1NCC2c3ccccc3Oc3ccc(Cl)cc3C12, Cl, [K+], C1CCOC1, [OH-]. Yields the product Clc1ccc2c(c1)C1CNCC1c1ccccc1O2. As a reaction SMILES: [BH3:21].[CH2:22]([N:23]([CH2:24][CH3:25])[c:26]1[cH:27][cH:28][cH:29][cH:30][cH:31]1)[CH3:32].[Cl:1][c:2]1[cH:3][c:4]2[c:5]([cH:19][cH:20]1)[O:6][c:7]1[c:8]([cH:15][cH:16][cH:17][cH:18]1)[CH:9]1[CH:10]2[C:11](=[O:14])[NH:12][CH2:13]1.[ClH:33].[K+:35].[O:36]1[CH2:37][CH2:38][CH2:39][CH2:40]1.[OH-:34]>>[Cl:1][c:2]1[cH:3][c:4]2[c:5]([cH:19][cH:20]1)[O:6][c:7]1[c:8]([cH:15][cH:16][cH:17][cH:18]1)[CH:9]1[CH:10]2[CH2:11][NH:12][CH2:13]1. Starting materials: C(C(=C)C)(=O)O.C(C(=C)C)(=O)O.NC(=O)OCC (urethane dimethacrylate), CC(CN=C=O)(CC(CCN=C=O)C)C (2,2,4-trimethylhexame-thylene diisocyanate), C(C(=C)C)(=O)OCCO (2-hydroxyethyl methacrylate). Yields the product OC1=CC=C(C=C1)C(C)(C)C1=CC=C(C=C1)O.C(C1CO1)OC(C(=C)C)=O (bisphenol-A glycidylmethacrylate). Reaction SMILES: [C:1]([OH:6])(=O)[C:2](C)=[CH2:3].[C:7]([OH:12])(=O)[C:8](C)=[CH2:9].N[C:14](O[CH2:17][CH3:18])=O.[CH3:19][C:20]([CH3:33])([CH2:25][CH:26](C)[CH2:27]CN=C=O)[CH2:21]N=C=O.[C:34]([O:39][CH2:40][CH2:41][OH:42])(=[O:38])[C:35]([CH3:37])=[CH2:36]>>[OH:12][C:7]1[CH:8]=[CH:9][C:25]([C:20]([C:33]2[CH:3]=[CH:2][C:1]([OH:6])=[CH:18][CH:17]=2)([CH3:21])[CH3:19])=[CH:26][CH:27]=1.[CH2:40]([O:39][C:34](=[O:38])[C:35]([CH3:37])=[CH2:36])[CH:41]1[O:42][CH2:14]1 |f:0.1.2,5.6|. Reported procedure: urethane dimethacrylate (UDMA), prepared from 1 mole of 2,2,4-trimethylhexame-thylene diisocyanate and 2 moles of 2-hydroxyethyl methacrylate The reactants are C(C=C)N(C(C1=CN=C(C=C1)N1CCN(CC1)CCCCC1(C2=CC=CC=C2C=2C=CC=CC12)C(NCC(F)(F)F)=O)=O)C1CCCCC1 (N-Allyl-N-cyclohexyl-6-[4-[4-[9-(2,2,2-trifluoroethylcarbamoyl)-9H-fluoren-9-yl]butyl]-piperazin-1-yl]nicotinamide). The reagents and catalysts are [Pd] (Pd-C). The solvent is CO (methanol), C(Cl)Cl (methylene chloride). Conditions: time 4 hour. Yields the product C1(CCCCC1)N(C(C1=CN=C(C=C1)N1CCN(CC1)CCCCC1(C2=CC=CC=C2C=2C=CC=CC12)C(NCC(F)(F)F)=O)=O)CCC (N-Cyclohexyl-N-propyl-6-[4-[4-[9-(2,2,2-trifluoroethylcarbamoyl)-9H-fluoren-9-yl]butyl]-piperazin-1-yl]nicotinamide). Yield: 84.6%. As a reaction SMILES: [CH2:1]([N:4]([CH:44]1[CH2:49][CH2:48][CH2:47][CH2:46][CH2:45]1)[C:5](=[O:43])[C:6]1[CH:11]=[CH:10][C:9]([N:12]2[CH2:17][CH2:16][N:15]([CH2:18][CH2:19][CH2:20][CH2:21][C:22]3([C:35](=[O:42])[NH:36][CH2:37][C:38]([F:41])([F:40])[F:39])[C:34]4[CH:33]=[CH:32][CH:31]=[CH:30][C:29]=4[C:28]4[C:23]3=[CH:24][CH:25]=[CH:26][CH:27]=4)[CH2:14][CH2:13]2)=[N:8][CH:7]=1)[CH:2]=[CH2:3]>CO.C(Cl)Cl.[Pd]>[CH:44]1([N:4]([CH2:1][CH2:2][CH3:3])[C:5](=[O:43])[C:6]2[CH:11]=[CH:10][C:9]([N:12]3[CH2:17][CH2:16][N:15]([CH2:18][CH2:19][CH2:20][CH2:21][C:22]4([C:35](=[O:42])[NH:36][CH2:37][C:38]([F:41])([F:39])[F:40])[C:23]5[CH:24]=[CH:25][CH:26]=[CH:27][C:28]=5[C:29]5[C:34]4=[CH:33][CH:32]=[CH:31][CH:30]=5)[CH2:14][CH2:13]3)=[N:8][CH:7]=2)[CH2:45][CH2:46][CH2:47][CH2:48][CH2:49]1. Procedure details: The compound (50 mg, 0.07 mmol) prepared in Example 113 was dissolved in 1 ml of methanol and 0.5 ml of methylene chloride. 10% Pd-C (5 mg) was added to the solution. The mixture was subjected to catalytic reduction under the atmospheric pressure at room temperature for 4 hr. The reaction solution was filtered, and the solution was concentrated under the reduced pressure to give the title compound (40 mg, yield 80%) as a white foam. Reactants: FC=1C=C(C=CC1[N+](=O)[O-])C (3-Fluoro-4-nitrotoluene), Cl.C(C)OC(C[C@H](CCC1=CC=CC=C1)N)=O ((S)-3-Amino-5-phenyl-pentanoic acid ethyl ester hydrochloride), CCN(C(C)C)C(C)C (DIPEA). Run in CN(C)C=O (DMF), C(C)(=O)OCC (ethyl acetate). Reaction conditions: time 48 hour. Product: C(C)OC(C[C@H](CCC1=CC=CC=C1)NC1=C(C=CC(=C1)C)[N+](=O)[O-])=O ((S)-3-(5-Methyl-2-nitro-phenylamino)-5-phenyl-pentanoic acid ethyl ester). Isolated yield 56.1%. As a reaction SMILES: F[C:2]1[CH:3]=[C:4]([CH3:11])[CH:5]=[CH:6][C:7]=1[N+:8]([O-:10])=[O:9].Cl.[CH2:13]([O:15][C:16](=[O:28])[CH2:17][C@@H:18]([NH2:27])[CH2:19][CH2:20][C:21]1[CH:26]=[CH:25][CH:24]=[CH:23][CH:22]=1)[CH3:14].CCN(C(C)C)C(C)C>CN(C=O)C.C(OCC)(=O)C>[CH2:13]([O:15][C:16](=[O:28])[CH2:17][C@@H:18]([NH:27][C:2]1[CH:3]=[C:4]([CH3:11])[CH:5]=[CH:6][C:7]=1[N+:8]([O-:10])=[O:9])[CH2:19][CH2:20][C:21]1[CH:22]=[CH:23][CH:24]=[CH:25][CH:26]=1)[CH3:14] |f:1.2|. Procedure: To a solution of 3-Fluoro-4-nitrotoluene (0.7 g, 4.5 mmol) in DMF (5 mL) were added (S)-3-Amino-5-phenyl-pentanoic acid ethyl ester hydrochloride (1.2 g, 4.5 mmol) and DIPEA (1.6 g, 9.0 mmol). The reaction mixture was stirred at room temperature for 48 h. The reaction mixture was then diluted with ethyl acetate and washed with water (×4). The organic phase was then dried over Na2SO4 and concentrated to afford an orange solid. The resulting residue was Purified by silica gel prep TLC using 4:1 He... Reactants: ClC=1C=NC=C(C1C(=O)Cl)Cl (3,5-Dichloropyridine-4-carboxylic acid chloride), C(Cl)Cl (CH2Cl2), N (NH3). Conditions: temperature 0 celsius. Product: ClC=1C=NC=C(C1C(=O)N)Cl (3,5-dichloropyridine-4-carboxamide). RXN SMILES: [Cl:1][C:2]1[CH:3]=[N:4][CH:5]=[C:6]([Cl:11])[C:7]=1[C:8](Cl)=[O:9].C(Cl)Cl.[NH3:15]>>[Cl:1][C:2]1[CH:3]=[N:4][CH:5]=[C:6]([Cl:11])[C:7]=1[C:8]([NH2:15])=[O:9]. Reported procedure: 3,5-Dichloropyridine-4-carboxylic acid chloride (0.54 g, 2.6 mmol) was dissolved in CH2Cl2 (2.6 mL, 2.6 mmol) and NH3 (2.0 M in dioxane) (6.5 mL) was added. The reaction mixture was cooled to 0° C. for 30 min. The residue was quenched with water and extracted with EtOAc. The organic layer was washed with brine, dried over anhydrous MgSO4 and concentrated in vacuo. The crude product was purified by preparative HPLC on silica gel to yield 3,5-dichloropyridine-4-carboxamide (0.135 g). Run in C(C)#N (acetonitrile). The reactants are C(C1=CC=CC=C1)(C1=CC=CC=C1)N (benzhydrylamine), BrCCC(C)Br (1,3-dibromobutane), C([O-])([O-])=O.[Na+].[Na+] (sodium carbonate). Yields the product C(C1=CC=CC=C1)(C1=CC=CC=C1)N1C(CC1)C (1-benzhydryl-2-methylazetidine). Reaction SMILES: [CH:1]([NH2:14])([C:8]1[CH:13]=[CH:12][CH:11]=[CH:10][CH:9]=1)[C:2]1[CH:7]=[CH:6][CH:5]=[CH:4][CH:3]=1.Br[CH2:16][CH2:17][CH:18](Br)[CH3:19].C(=O)([O-])[O-].[Na+].[Na+]>C(#N)C>[CH:1]([N:14]1[CH2:19][CH2:18][CH:17]1[CH3:16])([C:8]1[CH:9]=[CH:10][CH:11]=[CH:12][CH:13]=1)[C:2]1[CH:7]=[CH:6][CH:5]=[CH:4][CH:3]=1 |f:2.3.4|. Reported procedure: Combine benzhydrylamine (27.5 g=0.15 ml), 1,3-dibromobutane (40.5 g=0.19 mol) and sodium carbonate (28 g=0.33 mol) in 250 ml acetonitrile. Reflux 24 hours, allow to cool, filter and concentrate. Dissolve the residue in ether and wash with 1% sodium carbonate solution. Dry, concentrate and distill to obtain the product, boiling point 110°-115° C./0.1 mm pressure.